This data is from the Open Reaction Database (ORD), a public repository of structured organic reaction records. The task is: describe an organic reaction: reactants, conditions, products, and yield Starting materials: CCOC(=O)C(F)P(=O)(OCC)OCC (triethyl-2-fluoro-2-phosphonoacetate), ClC=1C(=C(C=C2C(=CC(OC12)(C)C)C(C)C)C(C)=O)OCC (1-(8-chloro-4-isopropyl-7-ethoxy-2,2-dimethyl-2H-chromen-6-yl)-ethanone), ClC=1C(=C(C=C2C(=CC(OC12)(C)C)C(C)C)C(C)=O)OCC (1-(8-chloro-4-isopropyl-7-ethoxy-2,2-dimethyl-2H-chromen-6-yl)-ethanone). The product is ClC=1C(=C(C=C2C(=CC(OC12)(C)C)C(C)C)/C(=C(\C(=O)OCC)/F)/C)OCC (Ethyl (2E)-3-(8-chloro-4-isopropyl-7-ethoxy-2,2-dimethyl-2H-chromen-6-yl)-2-fluoro-but-2-enoate). As a reaction SMILES: [CH3:1][CH2:2][O:3][C:4]([CH:6](P(OCC)(OCC)=O)[F:7])=[O:5].[Cl:16][C:17]1[C:18]([O:35][CH2:36][CH3:37])=[C:19]([C:32](=O)[CH3:33])[CH:20]=[C:21]2[C:26]=1[O:25][C:24]([CH3:28])([CH3:27])[CH:23]=[C:22]2[CH:29]([CH3:31])[CH3:30]>>[Cl:16][C:17]1[C:18]([O:35][CH2:36][CH3:37])=[C:19](/[C:32](/[CH3:33])=[C:6](/[F:7])\[C:4]([O:3][CH2:2][CH3:1])=[O:5])[CH:20]=[C:21]2[C:26]=1[O:25][C:24]([CH3:28])([CH3:27])[CH:23]=[C:22]2[CH:29]([CH3:30])[CH3:31]. Procedure: Following General Procedure K, triethyl-2-fluoro-2-phosphonoacetate (1.8 mL, 8.64 nmol) and 1-(8-chloro-4-isopropyl-7-ethoxy-2,2-dimethyl-2H-chromen-6-yl)-ethanone (Compound 145, 930 mg, 2.88 mmol) were reacted to give the title compound as a colorless oil after purification by flash chromatography (silica gel, 1:9 ethyl acetate/hexane). Reactants: N1=CC=CC=C1 (pyridine), CO (MeOH), CS(=O)(=O)OCC1CN2C(C=CC3N=CC(N1C23)=O)=O ((3,8-dioxo-1,2,5a,8b-tetrahydro-3H,8H-2a,5,8a-triazaacenaphthylen-2-yl)methyl methanesulfonate), N1CCC(CC1)NC(OC(C)(C)C)=O (1,1-dimethylethyl 4-piperidinylcarbamate). The solvent is C(C)#N (acetonitrile), C(Cl)Cl (DCM). Yields the product O=C1N2C(CN3C(C=CC(N=C1)=C32)=O)CN3CCC(CC3)NC(OC(C)(C)C)=O (1,1-Dimethylethyl {1-[(3,8-dioxo-1,2-dihydro-3H,8H-2a,5,8a-triazaacenaphthylen-2-yl)methyl]-4-piperidinyl}carbamate). Isolated yield 58.0%. Reaction SMILES: CS(O[CH2:6][CH:7]1[N:17]2[CH:18]3[CH:13]([N:14]=[CH:15][C:16]2=[O:19])[CH:12]=[CH:11][C:10](=[O:20])[N:9]3[CH2:8]1)(=O)=O.N1C=CC=CC=1.[NH:27]1[CH2:32][CH2:31][CH:30]([NH:33][C:34](=[O:40])[O:35][C:36]([CH3:39])([CH3:38])[CH3:37])[CH2:29][CH2:28]1.CO>C(#N)C.C(Cl)Cl>[O:19]=[C:16]1[CH:15]=[N:14][C:13]2=[C:18]3[N:17]1[CH:7]([CH2:6][N:27]1[CH2:28][CH2:29][CH:30]([NH:33][C:34](=[O:40])[O:35][C:36]([CH3:38])([CH3:37])[CH3:39])[CH2:31][CH2:32]1)[CH2:8][N:9]3[C:10](=[O:20])[CH:11]=[CH:12]2. Reported procedure: Crude (3,8-dioxo-1,2,5a,8b-tetrahydro-3H,8H-2a,5,8a-triazaacenaphthylen-2-yl)methyl methanesulfonate (6.950 g, 23.38 mmol) was dissolved in dry acetonitrile (200 ml) and the mixture was treated with pyridine (7.55 ml, 94.0 mmol) followed by 1,1-dimethylethyl 4-piperidinylcarbamate (10.30 g, 51.4 mmol). The mixture was stirred at reflux under argon for 3 h then at 50° C. over the weekend. The mixture was then stirred at 90° C. for 2 hours, then the volatiles were removed under reduced pressure an... Starting materials: ClC=1C=C2C=NNC2=C(C1)C(C)OCC1(CCN(CC1)C(=O)OC(C)(C)C)C1=CC=CC=C1 ((±)-tert-Butyl 4-((1-(5-chloro-1H-indazol-7-yl)ethoxy)methyl)-4-phenylpiperidine-1-carboxylate), FC(C(=O)O)(F)F.C(Cl)Cl (trifluoroacetic acid methylene chloride). The product is ClC=1C=C2C=NNC2=C(C1)C(C)OCC1(CCNCC1)C1=CC=CC=C1 ((±)-5-Chloro-7-(1-((4-phenylpiperidin-4-yl)methoxy)ethyl)-1H-indazole). RXN SMILES: [Cl:1][C:2]1[CH:3]=[C:4]2[C:8](=[C:9]([CH:11]([O:13][CH2:14][C:15]3([C:28]4[CH:33]=[CH:32][CH:31]=[CH:30][CH:29]=4)[CH2:20][CH2:19][N:18](C(OC(C)(C)C)=O)[CH2:17][CH2:16]3)[CH3:12])[CH:10]=1)[NH:7][N:6]=[CH:5]2.FC(F)(F)C(O)=O.C(Cl)Cl>>[Cl:1][C:2]1[CH:3]=[C:4]2[C:8](=[C:9]([CH:11]([O:13][CH2:14][C:15]3([C:28]4[CH:29]=[CH:30][CH:31]=[CH:32][CH:33]=4)[CH2:16][CH2:17][NH:18][CH2:19][CH2:20]3)[CH3:12])[CH:10]=1)[NH:7][N:6]=[CH:5]2 |f:1.2|. Reported procedure: (±)-tert-Butyl 4-((1-(5-chloro-1H-indazol-7-yl)ethoxy)methyl)-4-phenylpiperidine-1-carboxylate (80 mg, 0.17 mmol) was treated with a trifluoroacetic acid/methylene chloride mixture (1:1, 2 mL) for 1 h. The solvent was removed in vacuo and the resulting crude mixture passed through a strong cation exchange column. After washing the column with several volumes of methanol, the product was eluted by washing the column with 2 M ammonia in methanol. The solvent was evaporated to afford 50 mg (79%) as... The reactants are Cl.N1(N=NC=C1)CC(=O)O (2-(1H-1,2,3-triazol-1-yl)acetic acid hydrochloride), FC1=CC=C(OC2=CC=C(C=C2)NC(=O)[C@H]2NC[C@@H](C2)CC2=CC(=CC=C2)OC)C=C1 ((2S,4R)—N-(4-(4-fluorophenoxy)phenyl)-4-(3-methoxybenzyl)pyrrolidine-2-carboxamide). Product: Compound 68, N1(N=NC=C1)CC(=O)N1[C@@H](C[C@H](C1)CC1=CC(=CC=C1)OC)C(=O)NC1=CC=C(C=C1)OC1=CC=C(C=C1)F ((2S,4R)-1-(2-(1H-1,2,3-triazol-1-yl)acetyl)-N-(4-(4-fluorophenoxy)phenyl)-4-(3-methoxybenzyl)pyrrolidine-2-carboxamide). The yield is 91.0%. Reaction SMILES: Cl.[N:2]1([CH2:7][C:8]([OH:10])=O)[CH:6]=[CH:5][N:4]=[N:3]1.[F:11][C:12]1[CH:41]=[CH:40][C:15]([O:16][C:17]2[CH:22]=[CH:21][C:20]([NH:23][C:24]([C@@H:26]3[CH2:30][C@@H:29]([CH2:31][C:32]4[CH:37]=[CH:36][CH:35]=[C:34]([O:38][CH3:39])[CH:33]=4)[CH2:28][NH:27]3)=[O:25])=[CH:19][CH:18]=2)=[CH:14][CH:13]=1>>[N:2]1([CH2:7][C:8]([N:27]2[CH2:28][C@H:29]([CH2:31][C:32]3[CH:37]=[CH:36][CH:35]=[C:34]([O:38][CH3:39])[CH:33]=3)[CH2:30][C@H:26]2[C:24]([NH:23][C:20]2[CH:21]=[CH:22][C:17]([O:16][C:15]3[CH:14]=[CH:13][C:12]([F:11])=[CH:41][CH:40]=3)=[CH:18][CH:19]=2)=[O:25])=[O:10])[CH:6]=[CH:5][N:4]=[N:3]1 |f:0.1|. Procedure details: Proceeding as in Example 1, but substituting 2-(1H-1,2,3-triazol-1-yl)acetic acid hydrochloride and (2S,4R)—N-(4-(4-fluorophenoxy)phenyl)-4-(3-methoxybenzyl)pyrrolidine-2-carboxamide, gave Compound 68, (2S,4R)-1-(2-(1H-1,2,3-triazol-1-yl)acetyl)-N-(4-(4-fluorophenoxy)phenyl)-4-(3-methoxybenzyl)pyrrolidine-2-carboxamide (176 mg, 91%). 1H-NMR (400 MHz, CDCl3): σ 8.95 (s, 1H), 7.78 (s, 1H), 7.75 (s, 1H), 7.43 (d, 2H), 7.00 (t, 2H), 6.93-6.89 (m, 4H), 6.79-6.88 (m, 4H), 5.27 (d, 1H), 5.15 (d, 1H), 4... Starting materials: [BH4-], CCO, O=[N+]([O-])c1cccc2[nH]ncc12, [Na+]. The product is Nc1cccc2[nH]ncc12. Reaction SMILES: [BH4-:13].[CH3:15][CH2:16][OH:17].[N+:1]([O-:2])(=[O:3])[c:4]1[c:5]2[cH:6][n:7][nH:8][c:9]2[cH:10][cH:11][cH:12]1.[Na+:14]>>[NH2:1][c:4]1[c:5]2[cH:6][n:7][nH:8][c:9]2[cH:10][cH:11][cH:12]1. Reactants: Cl.C(C)(C)NN (isopropylhydrazine hydrochloride), ClC1=NC=C2OCCN3C=C(N=C3C2=C1)I (13-chloro-4-iodo-9-oxa-3,6,12-triazatricyclo[8.4.0.02,6]tetradeca-1(14),2,4,10,12-pentaene), Cl.C(C)(=N)N (acetamidine hydrochloride), CC1(C2=C(C(=CC=C2)P(C3=CC=CC=C3)C4=CC=CC=C4)OC5=C(C=CC=C51)P(C6=CC=CC=C6)C7=CC=CC=C7)C (Xantphos). The reagents and catalysts are CC(=O)[O-].CC(=O)[O-].[Pd+2] (Pd(OAc)2). Solvent: C(C)(=O)O (acetic acid), CN(C)C=O (DMF), TEA. Conditions: temperature 40 celsius, time 1 hour. Product: ClC1=NC=C2OCCN3C=C(N=C3C2=C1)C1=NC(=NN1C(C)C)C (13-Chloro-4-[3-methyl-1-(propan-2-yl)-1H-1,2,4-triazol-5-yl]-9-oxa-3,6,12-triazatricyclo[8.4.0.02,6]tetradeca-1(14),2,4,10,12-pentaene). Yield: 373.8%. As a reaction SMILES: [Cl:1][C:2]1[CH:15]=[C:14]2[C:5]([O:6][CH2:7][CH2:8][N:9]3[C:13]2=[N:12][C:11](I)=[CH:10]3)=[CH:4][N:3]=1.Cl.[C:18]([NH2:21])(=[NH:20])[CH3:19].[CH3:22][C:23]1([CH3:63])C2C(=C(P(C3C=CC=CC=3)C3C=CC=CC=3)C=CC=2)OC2C(P(C3C=CC=CC=3)C3C=CC=CC=3)=CC=CC1=2.Cl.[CH:65]([NH:68]N)(C)C>CN(C=O)C.CC([O-])=O.CC([O-])=O.[Pd+2].C(O)(=O)C>[Cl:1][C:2]1[CH:15]=[C:14]2[C:5]([O:6][CH2:7][CH2:8][N:9]3[C:13]2=[N:12][C:11]([C:65]2[N:68]([CH:23]([CH3:63])[CH3:22])[N:21]=[C:18]([CH3:19])[N:20]=2)=[CH:10]3)=[CH:4][N:3]=1 |f:1.2,4.5,7.8.9|. Procedure details: A mixture of 13-chloro-4-iodo-9-oxa-3,6,12-triazatricyclo[8.4.0.02,6]tetradeca-1(14),2,4,10,12-pentaene (3.00 g, 8.63 mmol), acetamidine hydrochloride (984 mg, 10.4 mmol), Pd(OAc)2 (194 mg, 0.870 mmol), and Xantphos (998 mg, 1.73 mmol) in DMF (20.0 mL) and TEA (5.0 mL) was heated at 40° C. under CO (1 atm) for 3 hrs. After cooling down, isopropylhydrazine hydrochloride (1.05 g, 9.50 mmol) and acetic acid (20.0 mL) were added. The resulting mixture was heated to 65° C. and stirred at this tempera...